Dataset: the Open Reaction Database (ORD), a public repository of structured organic reaction records. Task: describe an organic reaction: reactants, conditions, products, and yield Starting materials: O=S(=O)(Cl)c1ccc(Br)cc1, ClCCl, CCN1CCCC(N)C1. Product: CCN1CCCC(NS(=O)(=O)c2ccc(Br)cc2)C1. As a reaction SMILES: [Br:10][c:11]1[cH:12][cH:13][c:14]([S:17](=[O:18])(=[O:19])[Cl:20])[cH:15][cH:16]1.[CH2:21]([Cl:22])[Cl:23].[NH2:1][CH:2]1[CH2:3][N:4]([CH2:8][CH3:9])[CH2:5][CH2:6][CH2:7]1>>[NH:1]([CH:2]1[CH2:3][N:4]([CH2:8][CH3:9])[CH2:5][CH2:6][CH2:7]1)[S:17]([c:14]1[cH:13][cH:12][c:11]([Br:10])[cH:16][cH:15]1)(=[O:18])=[O:19]. The reactants are Fc1cc(Br)cc(Br)c1, [Li]CCCC, CN(C)C1CCC(=O)CC1, CCOCC. The product is CN(C)C1CCC(O)(c2cc(F)cc(Br)c2)CC1. Reaction SMILES: [Br:1][c:2]1[cH:3][c:4]([Br:9])[cH:5][c:6]([F:8])[cH:7]1.[CH3:10][CH2:11][CH2:12][CH2:13][Li:14].[CH3:15][N:16]([CH:17]1[CH2:18][CH2:19][C:20](=[O:23])[CH2:21][CH2:22]1)[CH3:24].[CH3:25][CH2:26][O:27][CH2:28][CH3:29]>>[c:2]1([C:20]2([OH:23])[CH2:19][CH2:18][CH:17]([N:16]([CH3:15])[CH3:24])[CH2:22][CH2:21]2)[cH:3][c:4]([Br:9])[cH:5][c:6]([F:8])[cH:7]1. Reactants: COC1C(N(C1SC)CC(=O)OCC1=CC=C(C=C1)[N+](=O)[O-])=O (p-nitrobenzyl 2-(3-methoxy-4-methylthio-2-azetidinon-1-yl)-acetate), BrCC(C)=O (bromoacetone), C(=S)=S (carbon disulphide), C[Si](N[Si](C)(C)C)(C)C (hexamethyldisilazane), C(CCC)[Li] (butyllithium). Product: OC1(SC(SC1)=C(C(=O)OCC1=CC=C(C=C1)[N+](=O)[O-])N1C(C(C1SC)OC)=O)C (p-Nitrobenzyl 2-(4-hydroxy-4-methyl-1,3-dithiolan-2-ylidene)-2-(3-methoxy-4-methylthio-2-azetidinon-1-yl)-acetate). RXN SMILES: [CH3:1][O:2][CH:3]1[CH:6]([S:7][CH3:8])[N:5]([CH2:9][C:10]([O:12][CH2:13][C:14]2[CH:19]=[CH:18][C:17]([N+:20]([O-:22])=[O:21])=[CH:16][CH:15]=2)=[O:11])[C:4]1=[O:23].C[Si](C)(C)N[Si](C)(C)C.C([Li])CCC.Br[CH2:39][C:40](=[O:42])[CH3:41].[C:43](=[S:45])=[S:44]>>[OH:42][C:40]1([CH3:41])[CH2:39][S:45][C:43](=[C:9]([N:5]2[CH:6]([S:7][CH3:8])[CH:3]([O:2][CH3:1])[C:4]2=[O:23])[C:10]([O:12][CH2:13][C:14]2[CH:19]=[CH:18][C:17]([N+:20]([O-:22])=[O:21])=[CH:16][CH:15]=2)=[O:11])[S:44]1. Procedure: Following the procedure of Preparation 9, but using p-nitrobenzyl 2-(3-methoxy-4-methylthio-2-azetidinon-1-yl)-acetate (151 mg), hexamethyldisilazane (185 μl), butyllithium (540 μl), carbon disulphide (26 μl) and bromoacetone (37 μl), there were obtained 121 mg of the desired product, which was a mixture of two isomers. The isomers were isolated by silica gel column chromatography (eluent: a 6:1 by volume mixture of methylene chloride and ethyl acetate). Solvent: C(C)O (ethanol). Procedure: A mixture of 3.0 g of 1-aminoisoquinoline, 6.7 g of 2'-methyl-2-bromoacetophenone and 17.5 g of sodium bicarbonate in 50 ml of ethanol was refluxed for 2 hours. After being cooled, the reaction mixture was poured into water and extracted with ethyl acetate. The extract was washed with water and saturated saline, and dried over anhydrous magnesium sulfate. The drying agent was removed by filtration, and the solvent was removed under reduced pressure. The residue was purified by column chromatogra... Starting materials: O (water), NC1=NC=CC2=CC=CC=C12 (1-aminoisoquinoline), CC1=C(C=CC=C1)C(CBr)=O (2'-methyl-2-bromoacetophenone), C([O-])(O)=O.[Na+] (sodium bicarbonate). Yield: 81.9%. RXN SMILES: [NH2:1][C:2]1[C:11]2[C:6](=[CH:7][CH:8]=[CH:9][CH:10]=2)[CH:5]=[CH:4][N:3]=1.[CH3:12][C:13]1[CH:18]=[CH:17][CH:16]=[CH:15][C:14]=1[C:19](=O)[CH2:20]Br.C(=O)(O)[O-].[Na+].O>C(O)C>[CH3:12][C:13]1[CH:18]=[CH:17][CH:16]=[CH:15][C:14]=1[C:19]1[N:1]=[C:2]2[C:11]3[C:6](=[CH:7][CH:8]=[CH:9][CH:10]=3)[CH:5]=[CH:4][N:3]2[CH:20]=1 |f:2.3|. The product is CC1=C(C=CC=C1)C=1N=C2N(C=CC3=CC=CC=C23)C1 (2-(2-Methylphenyl)imidazo[2,1-a]isoquinoline). Starting materials: C(=O)=O.CC(=O)C (carbon dioxide acetone), CN (Methylamine), C(C=C)(=O)OC (methyl acrylate), COC1=CC=C(C=C1)O (4-methoxyphenol), C(C=C)(=O)OC (methyl acrylate). Conditions: time 16 hour. The product is CN(CCC(=O)OC)CCC(=O)OC (CH3N(CH2CH2CO2CH3)2). Reaction SMILES: C(=O)=[O:2].CC(C)=O.[CH3:8][O:9][C:10]1[CH:15]=[CH:14]C(O)=CC=1.[C:17]([O:21][CH3:22])(=[O:20])[CH:18]=[CH2:19].[CH3:23][NH2:24]>>[CH3:23][N:24]([CH2:14][CH2:15][C:10]([O:9][CH3:8])=[O:2])[CH2:19][CH2:18][C:17]([O:21][CH3:22])=[O:20] |f:0.1|. Procedure details: Into a 3 L round bottom flask cooled in a water bath and equipped with an overhead stirrer, thermometer, gas inlet tube and a solid carbon dioxide/acetone filled condensor under a nitrogen atmosphere were placed 4-methoxyphenol (Aldrich, 3.5 g) and methyl acrylate (Aldrich, 907 g, 10.5 mol). Methylamine (Aldrich, 163 g, 5.25 mol) was added slowly over about two hours through the gas inlet tube keeping the temperature less than about 30° C. After the addition was complete, the reaction mixture wa... Starting materials: N(=O)[O-].[Na+] (sodium nitrite), C([O-])(O)=O.[Na+] (sodium bicarbonate), C1(=CC=CC=C1)P(=CC(C)=O)(C1=CC=CC=C1)C1=CC=CC=C1 (1-(triphenylphosphoranylidene)-2-propanone), NC1=C(C(=NN1)C1=CC=NC=C1)C1=CC=C(C=C1)F (5-amino-4-(4-fluorophenyl)-3-(pyridin-4-yl)pyrazole), Cl (hydrochloric acid). Run in O (water), ClCCl (dichloromethane), O (water), ClCCl (dichloromethane). Conditions: time 30 minute. Product: FC1=CC=C(C=C1)C=1C(=NN2C1N=NC=C2C)C2=CC=NC=C2 (8-(4-fluorophenyl)-4-methyl-7-(pyridin-4-yl)pyrazolo[5,1-c][1,2,4]triazine). Yield: 34.1%. As a reaction SMILES: [NH2:1][C:2]1[NH:6][N:5]=[C:4]([C:7]2[CH:12]=[CH:11][N:10]=[CH:9][CH:8]=2)[C:3]=1[C:13]1[CH:18]=[CH:17][C:16]([F:19])=[CH:15][CH:14]=1.Cl.[N:21]([O-])=O.[Na+].C(=O)(O)[O-].[Na+].[C:30]1(P(C2C=CC=CC=2)(C2C=CC=CC=2)=CC(=O)C)[CH:35]=CC=C[CH:31]=1>O.ClCCl>[F:19][C:16]1[CH:17]=[CH:18][C:13]([C:3]2[C:4]([C:7]3[CH:12]=[CH:11][N:10]=[CH:9][CH:8]=3)=[N:5][N:6]3[C:30]([CH3:35])=[CH:31][N:21]=[N:1][C:2]=23)=[CH:14][CH:15]=1 |f:2.3,4.5|. Procedure details: To a mixture of 5-amino-4-(4-fluorophenyl)-3-(pyridin-4-yl)pyrazole (100 mg) and concentrated hydrochloric acid (0.2 ml) in water (0.4 ml) was added sodium nitrite (28 mg) in water (0.12 ml) under ice cooling. The mixture was stirred for 30 minutes and to the mixture were added cold dichloromethane (5 ml), an aqueous saturated sodium bicarbonate (2 ml) solution and 1-(triphenylphosphoranylidene)-2-propanone (126 mg) in dichloromethane (2 ml). The mixture was stirred at 10° C. for 2 hours. The or... Starting materials: ClC1=CC(N(C(N1CC#N)=O)CCC)=O (6-chloro-1-cyanomethyl-3-propylpyrimidine-2,4(1H,3H)-dione), C(CS)(=O)OCC (ethyl thioglycolate), C([O-])([O-])=O.[K+].[K+] (potassium carbonate). Run in C(C)O (ethanol). The product is NC=1CN2C(SC1C(=O)OCC)=CC(N(C2=O)CCC)=O (Ethyl (3-amino-6,8-dioxo-7-propyl-4H,6H-pyrimido[6,1-b][1,3]thiazine-2-yl)carboxylate). RXN SMILES: Cl[C:2]1[N:7]([CH2:8][C:9]#[N:10])[C:6](=[O:11])[N:5]([CH2:12][CH2:13][CH3:14])[C:4](=[O:15])[CH:3]=1.[C:16]([O:20][CH2:21][CH3:22])(=[O:19])[CH2:17][SH:18].C(=O)([O-])[O-].[K+].[K+]>C(O)C>[NH2:10][C:9]1[CH2:8][N:7]2[C:6](=[O:11])[N:5]([CH2:12][CH2:13][CH3:14])[C:4](=[O:15])[CH:3]=[C:2]2[S:18][C:17]=1[C:16]([O:20][CH2:21][CH3:22])=[O:19] |f:2.3.4|. Procedure: A solution of 6-chloro-1-cyanomethyl-3-propylpyrimidine-2,4(1H,3H)-dione (1.5 g), ethyl thioglycolate (0.88 g) and potassium carbonate (1 g) in ethanol (30 ml) was refluxed for 15 hours. The reaction solution was concentrated to dryness, and the resulting residue was purified by column chlomatography on silica gel. The resulting crude crystals were recrystalized from ethyl acetate-hexane to give colorless plates (0.23 g, 11%). The reactants are C1(=CC(=CC=C1)N1N=C(C=C1NC(OC1=CC=CC=C1)=O)C(F)(F)F)C (phenyl 1-m-tolyl-3-(trifluoromethyl)-1H-pyrazol-5-ylcarbamate), COC=1C=C2C(=NC=NC2=CC1OC)SC=1C=C(N)C=CC1 (3-(6,7-dimethoxyquinazolin-4-ylthio)aniline). Product: COC=1C=C2C(=NC=NC2=CC1OC)SC=1C=C(C=CC1)NC(=O)NC1=CC(=NN1C=1C=C(C=CC1)C)C(F)(F)F (1-(3-(6,7-dimethoxyquinazolin-4-ylthio)phenyl)-3-(1-m-tolyl-3-(trifluoromethyl)-1H-pyrazol-5-yl)urea), C1(=CC(=CC=C1)N1N=C(C=C1NC(N)=O)C(F)(F)F)C (3-(1-m-tolyl-3-(trifluoromethyl)-1H-pyrazol-5-yl)urea). Yield: 160.0%. RXN SMILES: [C:1]1([CH3:26])[CH:6]=[CH:5][CH:4]=[C:3]([N:7]2[C:11]([NH:12][C:13](=[O:21])[O:14]C3C=CC=CC=3)=[CH:10][C:9]([C:22]([F:25])([F:24])[F:23])=[N:8]2)[CH:2]=1.[CH3:27][O:28][C:29]1[CH:30]=[C:31]2[C:36](=[CH:37][C:38]=1[O:39][CH3:40])[N:35]=[CH:34][N:33]=[C:32]2[S:41][C:42]1[CH:43]=[C:44]([CH:46]=[CH:47][CH:48]=1)[NH2:45]>>[CH3:27][O:28][C:29]1[CH:30]=[C:31]2[C:36](=[CH:37][C:38]=1[O:39][CH3:40])[N:35]=[CH:34][N:33]=[C:32]2[S:41][C:42]1[CH:43]=[C:44]([NH:45][C:13]([NH:12][C:11]2[N:7]([C:3]3[CH:2]=[C:1]([CH3:26])[CH:6]=[CH:5][CH:4]=3)[N:8]=[C:9]([C:22]([F:25])([F:24])[F:23])[CH:10]=2)=[O:21])[CH:46]=[CH:47][CH:48]=1.[C:1]1([CH3:26])[CH:6]=[CH:5][CH:4]=[C:3]([N:7]2[C:11]([NH:12][C:13](=[O:14])[NH2:33])=[CH:10][C:9]([C:22]([F:25])([F:24])[F:23])=[N:8]2)[CH:2]=1. Procedure details: The title compound was prepared from the carbamate from Example 338A (108 mg, 0.30 mmol) and 3-(6,7-dimethoxyquinazolin-4-ylthio)aniline (94 mg, 0.30 mmol) using the procedure in Example 115C to give 14346,7-dimethoxyquinazolin-4-ylthio)phenyl)-3-(1-m-tolyl-3-(trifluoromethyl)-1H-pyrazol-5-yl)urea (137 mg, 0.24 mmol, 79%). 1H NMR (300 MHz, DMSO-d6) δ 9.31 (s, 1H), 8.76 (s, 1H), 8.68 (s, 1H), 7.78 (s, 1H), 7.52-7.25 (m, 9H), 6.86 (s, 1H), 3.98 (s, 6H), 2.41 (s, 3H); LC-MS (ESI) m/z 581 (M+H)+.